The task is: describe an organic reaction: reactants, conditions, products, and yield. This data is from the Open Reaction Database (ORD), a public repository of structured organic reaction records. The reactants are [Li]CCCC, CCCCCC, C1CCOC1, O=S1(=O)c2ccccc2Oc2ccccc21. Product: [Li]c1cccc2c1S(=O)(=O)c1ccccc1O2. As a reaction SMILES: [CH2:17]([CH2:18][CH2:19][CH3:20])[Li:21].[CH3:27][CH2:28][CH2:29][CH2:30][CH2:31][CH3:32].[O:22]1[CH2:23][CH2:24][CH2:25][CH2:26]1.[cH:1]1[cH:2][cH:3][cH:4][c:5]2[c:14]1[S:13](=[O:15])(=[O:16])[c:12]1[c:7]([cH:8][cH:9][cH:10][cH:11]1)[O:6]2>>[c:1]1([Li:21])[cH:2][cH:3][cH:4][c:5]2[c:14]1[S:13](=[O:15])(=[O:16])[c:12]1[c:7]([cH:8][cH:9][cH:10][cH:11]1)[O:6]2. Reactants: ClC1=CC=C2C(=C(C(NC2=C1)=O)C1=CC=CC=C1)O (7-chloro-4-hydroxy-3-phenyl-2(1H)-quinolone), C(O)([O-])=O.[Na+] (sodium hydrogen carbonate), O (water), C(C=C)Br (allyl bromide). Solvent: CN(C=O)C (dimethyl formamide). Conditions: time 30 minute. Yields the product C(C=C)OC1=C(C(NC2=CC(=CC=C12)Cl)=O)C1=CC=CC=C1 (4-(prop-2-enyloxy)-7-chloro-3-phenyl-2(1H)-quinolone). The yield is 50.0%. RXN SMILES: [Cl:1][C:2]1[CH:11]=[C:10]2[C:5]([C:6]([OH:19])=[C:7]([C:13]3[CH:18]=[CH:17][CH:16]=[CH:15][CH:14]=3)[C:8](=[O:12])[NH:9]2)=[CH:4][CH:3]=1.C(=O)([O-])O.[Na+].[CH2:25](Br)[CH:26]=[CH2:27].O>CN(C)C=O>[CH2:27]([O:19][C:6]1[C:5]2[C:10](=[CH:11][C:2]([Cl:1])=[CH:3][CH:4]=2)[NH:9][C:8](=[O:12])[C:7]=1[C:13]1[CH:18]=[CH:17][CH:16]=[CH:15][CH:14]=1)[CH:26]=[CH2:25] |f:1.2|. Procedure: To a solution of 7-chloro-4-hydroxy-3-phenyl-2(1H)-quinolone (5.00 g) in dimethyl formamide (150 ml) under nitrogen at room temperature, was added sodium hydrogen carbonate (15.47 g). The reaction mixture was stirred at room temperature for 30 mins then allyl bromide (2.39 ml) was added, and stirring continued for a further 36 h at room temperature. The mixture was poured into water (200 ml) and the emerging precipitate was filtered and triturated with boiling methanol to give the desired compou...